This data is from the Open Reaction Database (ORD), a public repository of structured organic reaction records. The task is: describe an organic reaction: reactants, conditions, products, and yield Reactants: COC(N[C@@H]1CN(CC[C@@H]1C)CC1=CC=CC=C1)=O (racemic cis (1-benzyl-4-methyl-piperidin-3-yl)-carbamic acid methyl ester), [OH-].[K+] (potassium hydroxide). Solvent: CO (methanol), O (water). Yields the product C(C1=CC=CC=C1)N1C[C@H]([C@H](CC1)C)N (racemic cis 1-benzyl-4-methyl-piperidin-3-ylamine). Yield: 37.8%. Reaction SMILES: COC(=O)[NH:4][C@H:5]1[C@@H:10]([CH3:11])[CH2:9][CH2:8][N:7]([CH2:12][C:13]2[CH:18]=[CH:17][CH:16]=[CH:15][CH:14]=2)[CH2:6]1.[OH-].[K+]>CO.O>[CH2:12]([N:7]1[CH2:8][CH2:9][C@H:10]([CH3:11])[C@H:5]([NH2:4])[CH2:6]1)[C:13]1[CH:14]=[CH:15][CH:16]=[CH:17][CH:18]=1 |f:1.2|. Procedure: A mixture of racemic cis (1-benzyl-4-methyl-piperidin-3-yl)-carbamic acid methyl ester (1.56 g, 5.95 mmol) and potassium hydroxide (9.90 mL, 59.5 mmol, 6M solution) in methanol (50 mL) was heated at reflux for 48 hours. The cooled reaction mixture was diluted with water and extracted with ethyl acetate. The combined organic phases were washed with brine then dried over sodium sulfate and concentrated under vacuum. The resulting residue was purified by column chromatography on silica gel (gradien...